From a dataset of the Open Reaction Database (ORD), a public repository of structured organic reaction records. describe an organic reaction: reactants, conditions, products, and yield Starting materials: CCO, CC(C)(C)C(=O)Nc1ncccc1C(O)c1ccc(F)cc1, [Na+], [OH-], O. Product: Nc1ncccc1C(O)c1ccc(F)cc1. RXN SMILES: [CH3:26][CH2:27][OH:28].[F:1][c:2]1[cH:3][cH:4][c:5]([CH:8]([c:9]2[c:10]([NH:15][C:16](=[O:17])[C:18]([CH3:19])([CH3:20])[CH3:21])[n:11][cH:12][cH:13][cH:14]2)[OH:22])[cH:6][cH:7]1.[Na+:24].[OH-:23].[OH2:25]>>[F:1][c:2]1[cH:3][cH:4][c:5]([CH:8]([c:9]2[c:10]([NH2:15])[n:11][cH:12][cH:13][cH:14]2)[OH:22])[cH:6][cH:7]1. Starting materials: FC(C(CC1=CNC2=CC=CC=C12)N)(F)F (2,2,2-trifluoro-1-(1H-indol-3-ylmethyl)ethylamine), FC1=C(C(=CC(=C1)F)F)S(=O)(=O)Cl (2,4,6-trifluorobenzenesulfonyl chloride). Run in N1=CC=CC=C1 (pyridine), Cl (HCl). Run at time 2 hour. Product: FC1=C(C(=CC(=C1)F)F)S(=O)(=O)NC(C(F)(F)F)CC1=CNC2=CC=CC=C12 (2,4,6-Trifluoro-N-[2,2,2-trifluoro-1-(1H-indol-3-ylmethyl)ethyl]benzenesulfonamide). Isolated yield 21.5%. Reaction SMILES: [F:1][C:2]([F:16])([F:15])[CH:3]([NH2:14])[CH2:4][C:5]1[C:13]2[C:8](=[CH:9][CH:10]=[CH:11][CH:12]=2)[NH:7][CH:6]=1.[F:17][C:18]1[CH:23]=[C:22]([F:24])[CH:21]=[C:20]([F:25])[C:19]=1[S:26](Cl)(=[O:28])=[O:27]>N1C=CC=CC=1.Cl>[F:17][C:18]1[CH:23]=[C:22]([F:24])[CH:21]=[C:20]([F:25])[C:19]=1[S:26]([NH:14][CH:3]([CH2:4][C:5]1[C:13]2[C:8](=[CH:9][CH:10]=[CH:11][CH:12]=2)[NH:7][CH:6]=1)[C:2]([F:1])([F:15])[F:16])(=[O:28])=[O:27]. Reported procedure: A mixture of 100 mg (0.44 mmol) of 2,2,2-trifluoro-1-(1H-indol-3-ylmethyl)ethylamine and 101 mg (0.44 mmol) of 2,4,6-trifluorobenzenesulfonyl chloride in 8 mL of pyridine was stirred at room temperature for 2 hours, and warmed at 70° C. for 18 hours. The mixture was then cooled to room temperature and diluted with 1 N aqueous HCl until acidic and extracted with ethyl acetate. The combined organic layers was washed with 1 N aqueous HCl, saturated aqueous sodium bicarbonate solution, and brine, dr... Starting materials: NC(C1=CC=C(C=C1)NC(C1=NN(C(N1)=O)C1=NC=CC=N1)C1=C(C(=CC(=C1)OC)OCCO)F)=NC(C1=CC=CC=C1)=O (N-[1-amino-1-(4-{[[2-fluoro-3-(2-hydroxyethoxy)-5-methoxyphenyl]-(5-oxo-1-pyrimidin-2-yl-4,5-dihydro-1H-[1,2,4]triazol-3-yl)methyl]amino}phenyl)methylidene]benzamide), CN(C)C=O (DMF), C([O-])([O-])=O.[Cs+].[Cs+] (cesium carbonate), ClCOC(C(COC)(C)C)=O (3-methoxy-2,2-dimethylpropionic acid chloromethyl ester). Solvent: O (water), C(C)(=O)OCC (ethyl acetate). Run at temperature 60 celsius, time 4 hour. Product: NC(C1=CC=C(C=C1)NC(C=1N=C(N(N1)C1=NC=CC=N1)OCOC(C(COC)(C)C)=O)C1=C(C(=CC(=C1)OC)OCCO)F)=NC(C1=CC=CC=C1)=O (3-methoxy-2,2-dimethylpropionic acid 5-({4-[amino(benzoylimino)methyl]phenylamino}-[2-fluoro-3-(2-hydroxyethoxy)-5-methoxyphenyl]methyl)-2-pyrimidin-2-yl-2H-[1,2,4]triazol-3-yloxymethyl ester). The yield is 35.8%. RXN SMILES: [NH2:1][C:2](=[N:36][C:37](=[O:44])[C:38]1[CH:43]=[CH:42][CH:41]=[CH:40][CH:39]=1)[C:3]1[CH:8]=[CH:7][C:6]([NH:9][CH:10]([C:23]2[CH:28]=[C:27]([O:29][CH3:30])[CH:26]=[C:25]([O:31][CH2:32][CH2:33][OH:34])[C:24]=2[F:35])[C:11]2[NH:15][C:14](=[O:16])[N:13]([C:17]3[N:22]=[CH:21][CH:20]=[CH:19][N:18]=3)[N:12]=2)=[CH:5][CH:4]=1.CN(C=O)C.C(=O)([O-])[O-].[Cs+].[Cs+].Cl[CH2:57][O:58][C:59](=[O:66])[C:60]([CH3:65])([CH3:64])[CH2:61][O:62][CH3:63]>O.C(OCC)(=O)C>[NH2:1][C:2](=[N:36][C:37](=[O:44])[C:38]1[CH:39]=[CH:40][CH:41]=[CH:42][CH:43]=1)[C:3]1[CH:8]=[CH:7][C:6]([NH:9][CH:10]([C:23]2[CH:28]=[C:27]([O:29][CH3:30])[CH:26]=[C:25]([O:31][CH2:32][CH2:33][OH:34])[C:24]=2[F:35])[C:11]2[N:15]=[C:14]([O:16][CH2:57][O:58][C:59](=[O:66])[C:60]([CH3:65])([CH3:64])[CH2:61][O:62][CH3:63])[N:13]([C:17]3[N:18]=[CH:19][CH:20]=[CH:21][N:22]=3)[N:12]=2)=[CH:5][CH:4]=1 |f:2.3.4|. Procedure: To a mixture of N-[1-amino-1-(4-{[[2-fluoro-3-(2-hydroxyethoxy)-5-methoxyphenyl]-(5-oxo-1-pyrimidin-2-yl-4,5-dihydro-1H-[1,2,4]triazol-3-yl)methyl]amino}phenyl)methylidene]benzamide (Example 1a, 45 mg) and DMF (2 mL), cesium carbonate (29 mg) and 3-methoxy-2,2-dimethylpropionic acid chloromethyl ester (20 mg) were sequentially added, and the resulting mixture was stirred at 60° C. for 4 hours. The resulting mixture was poured into ethyl acetate (30 mL) and water (20 mL). After shaking the mixtur... The reactants are ClC1=NC=NC(=C1)C1=CC=CC=C1 (4-chloro-6-phenylpyrimidine), C[S-].[Na+] (sodium methanethiolate), O (water). Solvent: CN(C)C=O (DMF), CN(C)C=O (DMF). Conditions: time 15 minute. Product: CSC1=NC=NC(=C1)C1=CC=CC=C1 (4-methylthio-6-phenylpyrimidine). Isolated yield 93.4%. RXN SMILES: [CH3:1][S-:2].[Na+].Cl[C:5]1[CH:10]=[C:9]([C:11]2[CH:16]=[CH:15][CH:14]=[CH:13][CH:12]=2)[N:8]=[CH:7][N:6]=1.O>CN(C=O)C>[CH3:1][S:2][C:5]1[CH:10]=[C:9]([C:11]2[CH:16]=[CH:15][CH:14]=[CH:13][CH:12]=2)[N:8]=[CH:7][N:6]=1 |f:0.1|. Procedure: To a suspension of sodium methanethiolate (0.88 g) in dry DMF (15 ml) at 0° C. was added dropwise over 20 minutes a solution of 4-chloro-6-phenylpyrimidine (2.18 g) in dry DMF (25 ml). Ater stirring for a further 15 minutes, the temperature was allowed to rise to room temperature. After 2 hours the reaction mixture was poured into water and extracted with ether (×3). The combined ether extracts were washed with water (×2), dried, filtered and evaporated to give 4-methylthio-6-phenylpyrimidine (2... The reactants are COCCCC1CNCCN1, CN1CCCC1=O, NC1=Nc2ccccc2Nc2ccc(C(F)(F)F)cc21. Yields the product COCCCC1CN(C2=Nc3ccccc3Nc3ccc(C(F)(F)F)cc32)CCN1. As a reaction SMILES: [CH3:21][O:22][CH2:23][CH2:24][CH2:25][CH:26]1[NH:27][CH2:28][CH2:29][NH:30][CH2:31]1.[CH3:32][N:33]1[CH2:34][CH2:35][CH2:36][C:37]1=[O:38].[F:1][C:2]([c:3]1[cH:4][c:5]2[c:6]([cH:17][cH:18]1)[NH:7][c:8]1[c:9]([cH:13][cH:14][cH:15][cH:16]1)[N:10]=[C:11]2[NH2:12])([F:19])[F:20]>>[F:1][C:2]([c:3]1[cH:4][c:5]2[c:6]([cH:17][cH:18]1)[NH:7][c:8]1[c:9]([cH:13][cH:14][cH:15][cH:16]1)[N:10]=[C:11]2[N:12]1[CH2:29][CH2:28][NH:27][CH:26]([CH2:25][CH2:24][CH2:23][O:22][CH3:21])[CH2:31]1)([F:19])[F:20]. Starting materials: ClC1=NC(=NC(=C1)NC(C)(C)C)NC(C)(C)C (4-chloro-2,6-bis(1,1-dimethylethylamino)-pyrimidine), N1CCNCCC1 (hexahydro-1H-1,4-diazepine). The product is CC(C)(C)NC1=NC(=CC(=N1)NC(C)(C)C)N1CCNCCC1 (1-[2,4-bis(1,1-dimethylethylamino)-6-pyrimidinyl]-hexahydro-1H-1,4-diazepine). Yield: 55.3%. RXN SMILES: Cl[C:2]1[CH:7]=[C:6]([NH:8][C:9]([CH3:12])([CH3:11])[CH3:10])[N:5]=[C:4]([NH:13][C:14]([CH3:17])([CH3:16])[CH3:15])[N:3]=1.[NH:18]1[CH2:24][CH2:23][CH2:22][NH:21][CH2:20][CH2:19]1>>[CH3:15][C:14]([NH:13][C:4]1[N:5]=[C:6]([NH:8][C:9]([CH3:12])([CH3:11])[CH3:10])[CH:7]=[C:2]([N:18]2[CH2:24][CH2:23][CH2:22][NH:21][CH2:20][CH2:19]2)[N:3]=1)([CH3:17])[CH3:16]. Reported procedure: By reacting 4-chloro-2,6-bis(1,1-dimethylethylamino)-pyrimidine with hexahydro-1H-1,4-diazepine as described in Example 4, the title product is obtained in a yield of 55.3%, m.p.: 127°-132° C.